The task is: describe an organic reaction: reactants, conditions, products, and yield. This data is from the Open Reaction Database (ORD), a public repository of structured organic reaction records. The reactants are ClC1=CC=C(C(C2=CC=C(C=C2)Cl)O)C=C1 (4,4'-dichlorobenzhydrol), SCC(=O)O (mercaptoacetic acid), O.C1(=CC=C(C=C1)S(=O)(=O)O)C (ρ-toluenesulfonic acid monohydrate). Solvent: C1(=CC=CC=C1)C (toluene), C(C)(=O)OCC (ethyl acetate). Product: ClC1=CC=C(C=C1)C(SCC(=O)O)C1=CC=C(C=C1)Cl ([[bis-(4-chlorophenyl)methyl]thio]acetic acid). Reaction SMILES: [Cl:1][C:2]1[CH:16]=[CH:15][C:5]([CH:6](O)[C:7]2[CH:12]=[CH:11][C:10]([Cl:13])=[CH:9][CH:8]=2)=[CH:4][CH:3]=1.[SH:17][CH2:18][C:19]([OH:21])=[O:20].O.C1(C)C=CC(S(O)(=O)=O)=CC=1>C1(C)C=CC=CC=1.C(OCC)(=O)C>[Cl:1][C:2]1[CH:16]=[CH:15][C:5]([CH:6]([C:7]2[CH:12]=[CH:11][C:10]([Cl:13])=[CH:9][CH:8]=2)[S:17][CH2:18][C:19]([OH:21])=[O:20])=[CH:4][CH:3]=1 |f:2.3|. Procedure details: A solution of 4,4'-dichlorobenzhydrol (Aldrich) (500 mg, 1.97 mmol), mercaptoacetic acid (181 mg, 1.97 mmol) and ρ-toluenesulfonic acid monohydrate (93 mg, 0.49 mmol) in 7 mL of toluene is stirred at room temperature for 2 hours followed by heating at 50°-60° C. for 1 hour. Upon cooling, the mixture is diluted with ethyl acetate, washed with water, brine, and dried over magnesium sulfate. The product is concentrated in vacuo to give [[bis-(4-chlorophenyl)methyl]thio]acetic acid as a pale yellow ... Starting materials: CS(C)=O, CC#N, NC(=O)Nc1ccc(Cl)c(C(F)(F)F)c1, C1CCC2=NCCCN2CC1, Nc1ccc(O)cc1. The product is O=C(Nc1ccc(O)cc1)Nc1ccc(Cl)c(C(F)(F)F)c1. RXN SMILES: [CH3:35][S:36](=[O:37])[CH3:38].[CH3:39][C:40]#[N:41].[Cl:1][c:2]1[c:3]([C:12]([F:13])([F:14])[F:15])[cH:4][c:5]([NH:8][C:9](=[O:10])[NH2:11])[cH:6][cH:7]1.[N:16]12[CH2:17][CH2:18][CH2:19][N:20]=[C:21]1[CH2:22][CH2:23][CH2:24][CH2:25][CH2:26]2.[NH2:27][c:28]1[cH:29][cH:30][c:31]([OH:34])[cH:32][cH:33]1>>[Cl:1][c:2]1[c:3]([C:12]([F:13])([F:14])[F:15])[cH:4][c:5]([NH:8][C:9](=[O:10])[NH:11][c:28]2[cH:29][cH:30][c:31]([OH:34])[cH:32][cH:33]2)[cH:6][cH:7]1. The reactants are CCNc1ccccc1, O, OCc1ccccc1, c1ccc(OP(Oc2ccccc2)Oc2ccccc2)cc1. The product is CCN(Cc1ccccc1)c1ccccc1. RXN SMILES: [CH2:1]([CH3:2])[NH:3][c:4]1[cH:5][cH:6][cH:7][cH:8][cH:9]1.[OH2:40].[OH:10][CH2:11][c:12]1[cH:13][cH:14][cH:15][cH:16][cH:17]1.[P:18]([O:19][c:20]1[cH:21][cH:22][cH:23][cH:24][cH:25]1)([O:26][c:27]1[cH:28][cH:29][cH:30][cH:31][cH:32]1)[O:33][c:34]1[cH:35][cH:36][cH:37][cH:38][cH:39]1>>[CH2:1]([CH3:2])[N:3]([c:4]1[cH:5][cH:6][cH:7][cH:8][cH:9]1)[CH2:11][c:12]1[cH:13][cH:14][cH:15][cH:16][cH:17]1. Starting materials: [BH4-], CCOC(=O)CC(=O)COCc1ccccc1, CO, [Na+], O. The product is CCOC(=O)CC(O)COCc1ccccc1. As a reaction SMILES: [BH4-:18].[CH2:1]([c:2]1[cH:3][cH:4][cH:5][cH:6][cH:7]1)[O:8][CH2:9][C:10]([CH2:11][C:12](=[O:13])[O:14][CH2:15][CH3:16])=[O:17].[CH3:21][OH:22].[Na+:19].[OH2:20]>>[CH2:1]([c:2]1[cH:3][cH:4][cH:5][cH:6][cH:7]1)[O:8][CH2:9][CH:10]([CH2:11][C:12](=[O:13])[O:14][CH2:15][CH3:16])[OH:17]. Reactants: N1N=CC2=CC(=CC=C12)N1C(C=C(C=C1)C1=CC=C(C=C1)C(F)(F)F)=O (1-(1H-indazol-5-yl)-4-(4-(trifluoromethyl)phenyl)pyridin-2(1H)-one), BrCCCCl (3-bromo-1-chloropropane), C(=O)([O-])[O-].[Cs+].[Cs+] (Cs2CO3). The solvent is CS(=O)C (DMSO), O (H2O). Run at time 18 hour. Yields the product ClCCCN1N=CC2=CC(=CC=C12)N1C(C=C(C=C1)C1=CC=C(C=C1)C(F)(F)F)=O (1-(1-(3-chloropropyl)-1H-indazol-5-yl)-4-(4-(trifluoromethyl)phenyl)pyridin-2(1H)-one). As a reaction SMILES: [NH:1]1[C:9]2[C:4](=[CH:5][C:6]([N:10]3[CH:15]=[CH:14][C:13]([C:16]4[CH:21]=[CH:20][C:19]([C:22]([F:25])([F:24])[F:23])=[CH:18][CH:17]=4)=[CH:12][C:11]3=[O:26])=[CH:7][CH:8]=2)[CH:3]=[N:2]1.Br[CH2:28][CH2:29][CH2:30][Cl:31].C([O-])([O-])=O.[Cs+].[Cs+]>CS(C)=O.O>[Cl:31][CH2:30][CH2:29][CH2:28][N:1]1[C:9]2[C:4](=[CH:5][C:6]([N:10]3[CH:15]=[CH:14][C:13]([C:16]4[CH:21]=[CH:20][C:19]([C:22]([F:24])([F:25])[F:23])=[CH:18][CH:17]=4)=[CH:12][C:11]3=[O:26])=[CH:7][CH:8]=2)[CH:3]=[N:2]1 |f:2.3.4|. Reported procedure: To a solution of 1-(1H-indazol-5-yl)-4-(4-(trifluoromethyl)phenyl)pyridin-2(1H)-one (278 mg, 0.783 mmol) in DMSO (4.0 mL) was added 3-bromo-1-chloropropane (1.23 g, 7.83 mmol) and Cs2CO3 (765 mg, 2.35 mmol), and the reaction was stirred at ambient temperature for 18 h. The reaction was diluted with H2O (25 mL) and extracted with EtOAc (3×25 mL). The extracts were washed with brine (25 mL), dried over Na2SO4, and concentrated. Flash chromatography (silica gel, CH2Cl2/MeOH, 100:1) yielded 1-(1-(3-... Starting materials: CS(C)=O, Cc1cccc(NC(=O)c2cncc(Cl)n2)c1, CC(C)(C)OC(=O)N1CCC2CNCC21, [Na+], [Na+], O=C([O-])[O-]. Yields the product Cc1cccc(NC(=O)c2cncc(N3CC4CCN(C(=O)OC(C)(C)C)C4C3)n2)c1. As a reaction SMILES: [CH3:39][S:40]([CH3:41])=[O:42].[Cl:1][c:2]1[cH:3][n:4][cH:5][c:6]([C:8](=[O:9])[NH:10][c:11]2[cH:12][c:13]([CH3:17])[cH:14][cH:15][cH:16]2)[n:7]1.[N:18]1([C:26](=[O:27])[O:28][C:29]([CH3:30])([CH3:31])[CH3:32])[CH:19]2[CH:20]([CH2:21][CH2:22]1)[CH2:23][NH:24][CH2:25]2.[Na+:33].[Na+:34].[O-:35][C:36](=[O:37])[O-:38]>>[c:2]1([N:24]2[CH2:23][CH:20]3[CH:19]([N:18]([C:26](=[O:27])[O:28][C:29]([CH3:30])([CH3:31])[CH3:32])[CH2:22][CH2:21]3)[CH2:25]2)[cH:3][n:4][cH:5][c:6]([C:8](=[O:9])[NH:10][c:11]2[cH:12][c:13]([CH3:17])[cH:14][cH:15][cH:16]2)[n:7]1.